This data is from the Open Reaction Database (ORD), a public repository of structured organic reaction records. The task is: describe an organic reaction: reactants, conditions, products, and yield The product is NC(C(=O)O)CC1=CC=2C(C3=CC=CC(=C3C(C2C(=C1)O)=O)O)=O (2-Amino-3-(9,10-dihydro-4,5-dihydroxy-9,10-dioxoanthracen-2-yl)propanoic acid). As a reaction SMILES: C([NH:4][C:5](C(OCC)=O)([CH2:11][C:12]1[CH:25]=[C:24]([OH:26])[C:23]2[C:22](=[O:27])[C:21]3[C:16](=[CH:17][CH:18]=[CH:19][C:20]=3[OH:28])[C:15](=[O:29])[C:14]=2[CH:13]=1)[C:6]([O:8]CC)=[O:7])(=O)C>Br>[NH2:4][CH:5]([CH2:11][C:12]1[CH:25]=[C:24]([OH:26])[C:23]2[C:22](=[O:27])[C:21]3[C:16](=[CH:17][CH:18]=[CH:19][C:20]=3[OH:28])[C:15](=[O:29])[C:14]=2[CH:13]=1)[C:6]([OH:8])=[O:7]. Starting materials: C(C)(=O)NC(C(=O)OCC)(CC1=CC=2C(C3=CC=CC(=C3C(C2C(=C1)O)=O)O)=O)C(=O)OCC (ethyl 2-acetamido-2-carboethoxy-3-(9,10-dihydro-4,5-dihydroxy-9,10-dioxoanthracen-2-yl)propanoate). Run in Br (hydrobromic acid). Procedure details: A mixture of ethyl 2-acetamido-2-carboethoxy-3-(9,10-dihydro-4,5-dihydroxy-9,10-dioxoanthracen-2-yl)propanoate (99.7 g) and 47% hydrobromic acid (1500 ml) was stirred at reflux for 6 hours. The mixture was cooled to room temperature and filtered. The isolated solid was stirred with 1N sodium hdroxide (1600 ml) for 15 minutes and the mixture filtered. The filtrate was cooled to 10° C. and acidified using glacial acetic acid (720 ml). The mixture was stirred for 10 minutes and then filtered. The i... The reactants are NC[C@@H]1[C@H]2C[C@H]2CN1C(=O)C=1N=C(SC1C1=CC(=CC=C1)Cl)C (((1S,2S,5R)-2-Aminomethyl-3-aza-bicyclo[3.1.0]hex-3-yl)-[5-(3-chloro-phenyl)-2-methyl-thiazol-4-yl]-methanone), CC=1N=C2N(C=CC=C2C)C1C(=O)O (2,8-Dimethyl-imidazo[1,2-a]pyridine-3-carboxylic acid). Product: ClC=1C=C(C=CC1)C1=C(N=C(S1)C)C(=O)N1[C@@H]([C@H]2C[C@H]2C1)CNC(=O)C1=C(N=C2N1C=CC=C2C)C (2,8-Dimethyl-imidazo[1,2-a]pyridine-3-carboxylic Acid{(1S,2S,5R)-3-[5-(3-chloro-phenyl)-2-methyl-thiazole-4-carbonyl]-3-aza-bicyclo[3.1.0]hex-2-ylmethyl}-amide). Reaction SMILES: [NH2:1][CH2:2][C@H:3]1[N:8]([C:9]([C:11]2[N:12]=[C:13]([CH3:23])[S:14][C:15]=2[C:16]2[CH:21]=[CH:20][CH:19]=[C:18]([Cl:22])[CH:17]=2)=[O:10])[CH2:7][C@H:6]2[C@@H:4]1[CH2:5]2.[CH3:24][C:25]1[N:26]=[C:27]2[C:32]([CH3:33])=[CH:31][CH:30]=[CH:29][N:28]2[C:34]=1[C:35](O)=[O:36]>>[Cl:22][C:18]1[CH:17]=[C:16]([C:15]2[S:14][C:13]([CH3:23])=[N:12][C:11]=2[C:9]([N:8]2[CH2:7][C@H:6]3[C@H:4]([CH2:5]3)[C@H:3]2[CH2:2][NH:1][C:35]([C:34]2[N:28]3[CH:29]=[CH:30][CH:31]=[C:32]([CH3:33])[C:27]3=[N:26][C:25]=2[CH3:24])=[O:36])=[O:10])[CH:21]=[CH:20][CH:19]=1. Reported procedure: prepared by reaction of ((1S,2S,5R)-2-Aminomethyl-3-aza-bicyclo[3.1.0]hex-3-yl)-[5-(3-chloro-phenyl)-2-methyl-thiazol-4-yl]-methanone with 2,8-Dimethyl-imidazo[1,2-a]pyridine-3-carboxylic acid. The reactants are N(=NC(=O)OCC)C(=O)OCC (diethyl azodicarboxylate), N1=C(C=C2C=C3N=C4C=CC=CC4=C3C=C21)C(=O)O (pyrrolo[3,2-b]carbazole-2-carboxylic acid), C1(=CC=CC=C1)P(C1=CC=CC=C1)C1=CC=CC=C1 (triphenylphosphine), C(C)(C)(C)O (Tertiary butanol). The solvent is O1CCCC1 (tetrahydrofuran). Conditions: time 2 hour. Product: CC=1C(=NC=2C1C(=C1N=C3C=CC=CC3=C1C2)C)C(=O)OC(C)(C)C (Tert-butyl 3,4-dimethylpyrrolo[3,2-b]carbazole-2-carboxylate). As a reaction SMILES: [N:1]1[C:16]2[C:4]([CH:5]=[C:6]3[C:14]([CH:15]=2)=[C:13]2[C:8]([CH:9]=[CH:10][CH:11]=[CH:12]2)=[N:7]3)=[CH:3][C:2]=1C(O)=O.[C:20]1(P(C2C=CC=CC=2)C2C=CC=CC=2)C=CC=CC=1.[C:39]([OH:43])([CH3:42])([CH3:41])[CH3:40].N(C([O:53][CH2:54][CH3:55])=O)=NC(OCC)=O>O1CCCC1>[CH3:2][C:3]1[C:55]([C:54]([O:43][C:39]([CH3:42])([CH3:41])[CH3:40])=[O:53])=[N:1][C:16]2[C:4]=1[C:5]([CH3:20])=[C:6]1[C:14]([CH:15]=2)=[C:13]2[C:8]([CH:9]=[CH:10][CH:11]=[CH:12]2)=[N:7]1. Procedure: The pyrrolo[3,2-b]carbazole-2-carboxylic acid (0.86 mmol) and triphenylphosphine (0.91 mmol, 1.05 eq.) were dissolved in freshly distilled tetrahydrofuran under a nitrogen atmosphere. Tertiary butanol (2.12 mmol, 2.5 eq.) was added by syringe, and finally diethyl azodicarboxylate (0.95 mmol, 1.1 eq.) was added dropwise over 10 minutes. The resulting suspension was stirred at room temperature for two hours, by which time TLC showed complete consumption of the starting acid. The title compound was... The reactants are [Al+3], O=C([O-])O, CCO, CCOC([O-])[O-], CCOC(=O)CC(=O)c1ccc(Cl)c(Cl)c1, [H-], [H-], [H-], [H-], [Li+], [Na+], [Na+], C1CCOC1, [OH-], O, Cc1ccc(S(=O)(=O)O)cc1. Product: O=C(CCO)c1ccc(Cl)c(Cl)c1. As a reaction SMILES: [Al+3:40].[C:34](=[O:35])([O-:36])[OH:37].[CH3:47][CH2:48][OH:49].[CH:17]([O-:18])([O-:19])[O:20][CH2:21][CH3:22].[Cl:1][c:2]1[cH:3][c:4]([C:9]([CH2:10][C:11](=[O:12])[O:13][CH2:14][CH3:15])=[O:16])[cH:5][cH:6][c:7]1[Cl:8].[H-:39].[H-:42].[H-:43].[H-:44].[Li+:41].[Na+:38].[Na+:46].[O:50]1[CH2:51][CH2:52][CH2:53][CH2:54]1.[OH-:45].[OH2:55].[c:23]1([CH3:24])[cH:25][cH:26][c:27]([S:28]([OH:29])(=[O:30])=[O:31])[cH:32][cH:33]1>>[Cl:1][c:2]1[cH:3][c:4]([C:9]([CH2:10][CH2:11][OH:12])=[O:16])[cH:5][cH:6][c:7]1[Cl:8]. Reactants: CC(=O)O[BH-](OC(C)=O)OC(C)=O, CN(C)S(=O)(=O)n1c(C=O)nc2c1CCCC2, ClCCl, [Na+], [Na+], O=C([O-])O, O=C1c2ccccc2C(=O)N1CCCCNC1CCCc2cccnc21. Yields the product CN(C)S(=O)(=O)n1c(CN(CCCCN2C(=O)c3ccccc3C2=O)C2CCCc3cccnc32)nc2c1CCCC2. RXN SMILES: [C:44]([O:45][BH-:46]([O:47][C:48](=[O:49])[CH3:50])[O:51][C:52](=[O:53])[CH3:54])(=[O:55])[CH3:56].[CH3:1][N:2]([S:3](=[O:4])(=[O:5])[n:6]1[c:7]([CH:15]=[O:16])[n:8][c:9]2[c:10]1[CH2:11][CH2:12][CH2:13][CH2:14]2)[CH3:17].[Cl:63][CH2:64][Cl:65].[Na+:57].[Na+:62].[O-:58][C:59]([OH:60])=[O:61].[n:18]1[cH:19][cH:20][cH:21][c:22]2[c:27]1[CH:26]([NH:28][CH2:29][CH2:30][CH2:31][CH2:32][N:33]1[C:34](=[O:43])[c:35]3[cH:36][cH:37][cH:38][cH:39][c:40]3[C:41]1=[O:42])[CH2:25][CH2:24][CH2:23]2>>[CH3:1][N:2]([S:3](=[O:4])(=[O:5])[n:6]1[c:7]([CH2:15][N:28]([CH:26]2[CH2:25][CH2:24][CH2:23][c:22]3[cH:21][cH:20][cH:19][n:18][c:27]32)[CH2:29][CH2:30][CH2:31][CH2:32][N:33]2[C:34](=[O:43])[c:35]3[cH:36][cH:37][cH:38][cH:39][c:40]3[C:41]2=[O:42])[n:8][c:9]2[c:10]1[CH2:11][CH2:12][CH2:13][CH2:14]2)[CH3:17]. Yield: 92.0%. The solvent is CCOCC (ether). RXN SMILES: C(O[CH:5]([O:9][CH2:10][CH3:11])[O:6][CH2:7][CH3:8])(=O)C.[CH:12]([O:15][CH2:16][CH3:17])=[CH:13][CH3:14].[CH2:18]([OH:20])[CH3:19].C(OCC)(OCC)OCC.B(F)(F)F.CCOCC>CCOCC>[CH2:10]([O:9][CH:5]([O:6][CH2:7][CH3:8])[CH:13]([CH3:14])[CH:12]([O:20][CH2:18][CH3:19])[O:15][CH2:16][CH3:17])[CH3:11] |f:1.2,4.5|. Yields the product C(C)OC(C(C(OCC)OCC)C)OCC (1,1,3,3-tetraethoxy-2-methylpropane). Starting materials: B(F)(F)F.CCOCC (boron trifluoride etherate), C(C)(=O)OC(OCC)OCC (diethoxymethyl acetate), C(=CC)OCC.C(C)O (ethyl propenyl ether ethanol), C(OCC)(OCC)OCC (triethyl orthoformate). Reaction conditions: temperature 5 celsius, time 8 hour. Reported procedure: A solution of one equivalent of diethoxymethyl acetate and one equivalent of a ethyl propenyl ether/ethanol mixture is stirred at ambient temperature for 30 min. followed by the addition of 1.3 equivalents of triethyl orthoformate. After cooling to 5° C. 1.5 ml. of boron trifluoride etherate is added and the resulting exotherm (5° to 37° C.) is controlled with an ice bath. After stirring at ambient temperature overnight the yellow reaction solution is diluted with ether and washed with water, sa... Reactants: C(C)C=1C(=NC(=CN1)CC)N[C@@H]1CN(C[C@@H]1O)C(=O)OCC1=CC=CC=C1 (benzyl (3R,4S)-3-[(3,6-diethylpyrazin-2-yl)amino]-4-hydroxypyrrolidine-1-carboxylate), N[C@H]1[C@@H](COC1)O (trans-(+/−)-4-aminotetrahydrofuran-3-ol). Yields the product C(C)C=1C(=NC(=CN1)CC)N[C@H]1[C@@H](COC1)O (trans-(+/−)-4-[(3,6-diethylpyrazin-2-yl)amino]tetrahydrofuran-3-ol). As a reaction SMILES: [CH2:1]([C:3]1[C:4]([NH:11][C@H:12]2[C@@H:16]([OH:17])[CH2:15]N(C(OCC3C=CC=CC=3)=O)[CH2:13]2)=[N:5][C:6]([CH2:9][CH3:10])=[CH:7][N:8]=1)[CH3:2].N[C@@H]1C[O:32]C[C@H]1O>>[CH2:1]([C:3]1[C:4]([NH:11][C@@H:12]2[CH2:13][O:32][CH2:15][C@H:16]2[OH:17])=[N:5][C:6]([CH2:9][CH3:10])=[CH:7][N:8]=1)[CH3:2]. Reported procedure: Following the procedure for the preparation of benzyl (3R,4S)-3-[(3,6-diethylpyrazin-2-yl)amino]-4-hydroxypyrrolidine-1-carboxylate but substituting trans-(+/−)-4-aminotetrahydrofuran-3-ol and making non-critical variations provided the title compound as an orange oil. IR (diffuse reflectance) 3356, 3255, 2972, 2938, 1587, 1511, 1464, 1453, 1396, 1337, 1185, 1099, 1064, 965, 888 cm−1; OAMS supporting ions at: ESI+ 238.1; MS (EI) m/z 237 (M+); HRMS (FAB) calcd for C12H19N3O2+H1 238.1555, found 23... The reactants are C(#N)C=1C=C(C=CC1S(=O)(=O)C)[C@H](C(=O)O)CC1CCCC1 ((R)-2-(3-cyano-4-methanesulfonyl-phenyl)-3-cyclopentyl-propionic acid), COCCN1N=C(C=C1)N (1-(2-methoxy-ethyl)-1H-pyrazol-3-ylamine), N1=C(C=CC=C1C)C (2,6-lutidine), C(C(=O)Cl)(=O)Cl (oxalyl chloride). The reagents and catalysts are CN(C=O)C (N,N-dimethylformamide). Run in C(Cl)Cl (methylene chloride), C(Cl)Cl (methylene chloride), C(Cl)Cl (methylene chloride). Run at temperature 25 celsius, time 30 minute. Product: C(#N)C=1C=C(C=CC1S(=O)(=O)C)[C@H](C(=O)NC1=NN(C=C1)CCOC)CC1CCCC1 ((R)-2-(3-cyano-4-methanesulfonyl-phenyl)-3-cyclopentyl-N-[1-(2-methoxy-ethyl)-1H-pyrazol-3-yl]-propionamide). Isolated yield 75.4%. RXN SMILES: [C:1]([C:3]1[CH:4]=[C:5]([C@@H:13]([CH2:17][CH:18]2[CH2:22][CH2:21][CH2:20][CH2:19]2)[C:14](O)=[O:15])[CH:6]=[CH:7][C:8]=1[S:9]([CH3:12])(=[O:11])=[O:10])#[N:2].C(Cl)(=O)C(Cl)=O.[CH3:29][O:30][CH2:31][CH2:32][N:33]1[CH:37]=[CH:36][C:35]([NH2:38])=[N:34]1.N1C(C)=CC=CC=1C>CN(C)C=O.C(Cl)Cl>[C:1]([C:3]1[CH:4]=[C:5]([C@@H:13]([CH2:17][CH:18]2[CH2:19][CH2:20][CH2:21][CH2:22]2)[C:14]([NH:38][C:35]2[CH:36]=[CH:37][N:33]([CH2:32][CH2:31][O:30][CH3:29])[N:34]=2)=[O:15])[CH:6]=[CH:7][C:8]=1[S:9]([CH3:12])(=[O:11])=[O:10])#[N:2]. Reported procedure: In a round bottom flask was placed (R)-2-(3-cyano-4-methanesulfonyl-phenyl)-3-cyclopentyl-propionic acid (prepared in Example 114, 65 mg, 0.20 mmol), methylene chloride (2 mL) and N,N-dimethylformamide (2 drops). To this solution was then added a solution of oxalyl chloride in methylene chloride (2.0 M solution, 110 μL, 0.22 mmol). Upon addition there was gas evolution. This was stirred for 30 min at 25° C. after which time it was concentrated in vacuo. The residue was then dissolved in methylen...